From a dataset of the Open Reaction Database (ORD), a public repository of structured organic reaction records. describe an organic reaction: reactants, conditions, products, and yield Run in CC(=O)C (acetone). Yields the product ClC=1N=NC(=CC1)C1=C(C=C(C=C1)OC)O (3-chloro-6-(2-hydroxy-4-methoxyphenyl)-pyridazine). As a reaction SMILES: [Cl:1][C:2]1[N:3]=[N:4][C:5]([C:8]2[CH:13]=[CH:12][C:11]([OH:14])=[CH:10][C:9]=2[OH:15])=[CH:6][CH:7]=1.S(OC)(O[CH3:20])(=O)=O.C(=O)([O-])[O-].[K+].[K+]>CC(C)=O>[Cl:1][C:2]1[N:3]=[N:4][C:5]([C:8]2[CH:13]=[CH:12][C:11]([O:14][CH3:20])=[CH:10][C:9]=2[OH:15])=[CH:6][CH:7]=1 |f:2.3.4|. Yield: 46.3%. Procedure: i. 3-Chloro-6-(2,4-dihydroxyphenyl)pyridazine (4.0 g, 0.18 mole), dimethyl sulphate (2.55 g, 0.0201 mole), potassium carbonate (10.0 g, 0.072 mole) and dry acetone (100 ml) were stirred at room temperature for 20 hours. The reaction mixture was filtered and the inorganic residue was washed with more acetone. Evaporation of the combined filtrates gave a brown residue which was extracted wth dilute sodium hydroxide solution. The aqueous extract was washed with dichloromethane, treated with charcoa... The reactants are ClC=1N=NC(=CC1)C1=C(C=C(C=C1)O)O (3-Chloro-6-(2,4-dihydroxyphenyl)pyridazine), S(=O)(=O)(OC)OC (dimethyl sulphate), C([O-])([O-])=O.[K+].[K+] (potassium carbonate). The reactants are C(O)CN (ethanolamine), C=C1CC(=O)O1 (diketene). Solvent: O1CCCC1 (tetrahydrofuran). Run at temperature 0 celsius, time 1 hour. Product: OCCNC(CC(C)=O)=O (N-(2-Hydroxyethyl)-3-oxobutanamide). Yield: 80.0%. RXN SMILES: [CH2:1]([CH2:3][NH2:4])[OH:2].[CH2:5]=[C:6]1[O:10][C:8](=[O:9])[CH2:7]1>O1CCCC1>[OH:2][CH2:1][CH2:3][NH:4][C:8](=[O:9])[CH2:7][C:6](=[O:10])[CH3:5]. Reported procedure: 23 ml (0.38 mmol) of ethanolamine were added dropwise to a solution of 30 g of diketene (0.36 mol) in 300 ml tetrahydrofuran at −5 to 0° C. After 1 h stirring at 0° C. no more starting material was detected by thin layer chromatography. The reaction mixture was evaporated and the residue purified by column chromatography. This gave 41.44 g (0.29 mol, 80% yield) as a white solid. Reactants: C1(CCCCC1)NC1=CC=C(C=2C(C3=CC=CC=C3C(C12)=O)=O)Br (1-cyclohexylamino-4-bromoanthraquinone), NC1=CC=C(NC(C)=O)C=C1 (p-amino acetanilide). Solvent: N1=CC=CC=C1 (pyridine). The product is C1(CCCCC1)NC1=CC=C(C=2C(C3=CC=CC=C3C(C12)=O)=O)NC1=CC=C(C=C1)NC(=O)C (1-cyclohexylamino-4-(p-acetaminoanilino)anthraquinone). As a reaction SMILES: [CH:1]1([NH:7][C:8]2[C:21]3[C:20](=[O:22])[C:19]4[C:14](=[CH:15][CH:16]=[CH:17][CH:18]=4)[C:13](=[O:23])[C:12]=3[C:11](Br)=[CH:10][CH:9]=2)[CH2:6][CH2:5][CH2:4][CH2:3][CH2:2]1.[NH2:25][C:26]1[CH:35]=[CH:34][C:29]([NH:30][C:31](=[O:33])[CH3:32])=[CH:28][CH:27]=1>N1C=CC=CC=1>[CH:1]1([NH:7][C:8]2[C:21]3[C:20](=[O:22])[C:19]4[C:14](=[CH:15][CH:16]=[CH:17][CH:18]=4)[C:13](=[O:23])[C:12]=3[C:11]([NH:25][C:26]3[CH:27]=[CH:28][C:29]([NH:30][C:31]([CH3:32])=[O:33])=[CH:34][CH:35]=3)=[CH:10][CH:9]=2)[CH2:6][CH2:5][CH2:4][CH2:3][CH2:2]1. Procedure: 1-Nitroanthraquinone is refluxed with an excess of cyclohexylamine in o-dichlorobenzene to yield 1-cyclohexylamino anthraquinone which is further brominated in aqueous pyridine to yield the corresponding 1-cyclohexylamino-4-bromoanthraquinone. This compound is further condensed with p-amino acetanilide to yield 1-cyclohexylamino-4-(p-acetaminoanilino)anthraquinone as a bright green pleochroic dye having an optical order parameter 0.7. Starting materials: C1COCCO1, Cc1ccc2ccc(OS(=O)(=O)c3ccccc3)c(Br)c2n1. The product is O=Cc1ccc2ccc(OS(=O)(=O)c3ccccc3)c(Br)c2n1. As a reaction SMILES: [CH2:23]1[O:24][CH2:26][CH2:27][O:25][CH2:28]1.[c:1]1([S:7](=[O:8])(=[O:9])[O:10][c:11]2[cH:12][cH:13][c:14]3[cH:15][cH:16][c:17]([CH3:22])[n:18][c:19]3[c:20]2[Br:21])[cH:2][cH:3][cH:4][cH:5][cH:6]1>>[c:1]1([S:7](=[O:8])(=[O:9])[O:10][c:11]2[cH:12][cH:13][c:14]3[cH:15][cH:16][c:17]([CH:22]=[O:25])[n:18][c:19]3[c:20]2[Br:21])[cH:2][cH:3][cH:4][cH:5][cH:6]1. Starting materials: COC(C(CC1=CC=C2CCN(CC2=C1)C(C1=C(C=CC=C1Cl)Cl)=O)N)=O (2-amino-3-[2-(2,6-dichloro-benzoyl]-1,2,3,4-tetrahydro-isoquinolin-7-yl]-propionic acid methyl ester), ClC1=C(C(=O)Cl)C(=CC=C1)Cl (2,6-dichloro-benzoyl chloride). Solvent: N1=CC=CC=C1 (pyridine). Reaction conditions: time 25 minute. The product is COC(C(CC1=CC=C2CCN(CC2=C1)C(C1=C(C=CC=C1Cl)Cl)=O)NC(C1=C(C=CC=C1Cl)Cl)=O)=O (2-(2,6-Dichloro-benzoylamino)-3-[2-(2,6-dichloro-benzoyl]-1,2,3,4-tetrahydro-isoquinolin-7-yl}-propionic acid methyl ester). As a reaction SMILES: [CH3:1][O:2][C:3](=[O:27])[CH:4]([NH2:26])[CH2:5][C:6]1[CH:15]=[C:14]2[C:9]([CH2:10][CH2:11][N:12]([C:16](=[O:25])[C:17]3[C:22]([Cl:23])=[CH:21][CH:20]=[CH:19][C:18]=3[Cl:24])[CH2:13]2)=[CH:8][CH:7]=1.[Cl:28][C:29]1[CH:37]=[CH:36][CH:35]=[C:34]([Cl:38])[C:30]=1[C:31](Cl)=[O:32]>N1C=CC=CC=1>[CH3:1][O:2][C:3](=[O:27])[CH:4]([NH:26][C:31](=[O:32])[C:30]1[C:29]([Cl:28])=[CH:37][CH:36]=[CH:35][C:34]=1[Cl:38])[CH2:5][C:6]1[CH:15]=[C:14]2[C:9]([CH2:10][CH2:11][N:12]([C:16](=[O:25])[C:17]3[C:18]([Cl:24])=[CH:19][CH:20]=[CH:21][C:22]=3[Cl:23])[CH2:13]2)=[CH:8][CH:7]=1. Procedure: A stirred solution of 2-amino-3-[2-(2,6-dichloro-benzoyl]-1,2,3,4-tetrahydro-isoquinolin-7-yl]-propionic acid methyl ester (1.18 g, Reference Example 10) in dry pyridine (50 mL), under nitrogen and at room temperature, was treated dropwise with 2,6-dichloro-benzoyl chloride (0.67 g). The mixture was stirred at room temperature for 25 minutes and then at 65° C. for 40 minutes. The resulting dark red solution was cooled to room temperature and then evaporated. The residual red oil was dissolved in... Starting materials: BrCCNC1=C(C=C(C=C1)[N+](=O)[O-])OC ((2-bromoethyl)-(2-methoxy-4-nitrophenyl)amine), CN1C=NC=C1 (1-methyl-1H-imidazole). The solvent is C1(=CC=CC=C1)C (toluene). Product: [Br-].COC1=C(C=CC(=C1)[N+](=O)[O-])NCC[N+]1=CN(C=C1)C (1-[2-(2-Methoxy-4-nitrophenylamino)ethyl]-3-methyl-3H-imidazol-1-ium Bromide). As a reaction SMILES: [Br:1][CH2:2][CH2:3][NH:4][C:5]1[CH:10]=[CH:9][C:8]([N+:11]([O-:13])=[O:12])=[CH:7][C:6]=1[O:14][CH3:15].[CH3:16][N:17]1[CH:21]=[CH:20][N:19]=[CH:18]1>C1(C)C=CC=CC=1>[Br-:1].[CH3:15][O:14][C:6]1[CH:7]=[C:8]([N+:11]([O-:13])=[O:12])[CH:9]=[CH:10][C:5]=1[NH:4][CH2:3][CH2:2][N+:19]1[CH:20]=[CH:21][N:17]([CH3:16])[CH:18]=1 |f:3.4|. Procedure: A mixture of 46.8 g (0.17 mol) of (2-bromoethyl)-(2-methoxy-4-nitrophenyl)amine and 20.5 g (0.25 mol) of 1-methyl-1H-imidazole in 170 ml of toluene was refluxed for 7 hours. The reactants are FC=1C=C(C=CC1N1CCOCC1)NC1=NC(=C2C(=N1)NN=C2)C=2C=C(C=CC2)NC(C=C)=O (N-(3-(6-((3-fluoro-4-morpholinophenyl)amino)-1H-pyrazolo[3,4-d]pyrimidin-4-yl)phenyl)acrylamide), O1CCCC=C1 (3,4-dihydro-2H-pyran), ClC1=C2C(=NC(=N1)Cl)N(N=C2)C2OCCCC2 (4,6-dichloro-1-(tetrahydro-2H-pyran-2-yl)-1H-pyrazolo[3,4-d]pyrimidine), II, ClC1=C2C(=NC(=N1)Cl)NN=C2 (4,6-dichloro-1H-pyrazolo[3,4-d]pyrimidine), C(C=C)(=O)NC=1C=C(C=CC1)B(O)O ((3-acrylamidophenyl)boronic acid). Product: ClC1=NC(=C2C(=N1)N(N=C2)C2OCCCC2)C=2C=C(C=CC2)NC(C=C)=O (N-(3-(6-chloro-1-(tetrahydro-2H-pyran-2-yl)-1H-pyrazolo[3,4-d]pyrimidin-4-yl)phenyl)acrylamide). RXN SMILES: FC1C=C(NC2N=C3NN=CC3=C([C:24]3[CH:25]=[C:26]([NH:30][C:31](=[O:34])[CH:32]=[CH2:33])[CH:27]=[CH:28][CH:29]=3)N=2)C=CC=1N1CCOCC1.ClC1N=C(Cl)N=C2NN=CC=12.O1C=CCCC1.Cl[C:53]1[N:58]=[C:57]([Cl:59])[N:56]=[C:55]2[N:60]([CH:63]3[CH2:68][CH2:67][CH2:66][CH2:65][O:64]3)[N:61]=[CH:62][C:54]=12.C(NC1C=C(B(O)O)C=CC=1)(=O)C=C>>[Cl:59][C:57]1[N:56]=[C:55]2[N:60]([CH:63]3[CH2:68][CH2:67][CH2:66][CH2:65][O:64]3)[N:61]=[CH:62][C:54]2=[C:53]([C:28]2[CH:27]=[C:26]([NH:30][C:31](=[O:34])[CH:32]=[CH2:33])[CH:25]=[CH:24][CH:29]=2)[N:58]=1. Procedure: As an example, N-(3-(6-((3-fluoro-4-morpholinophenyl)amino)-1H-pyrazolo[3,4-d]pyrimidin-4-yl)phenyl)acrylamide can be prepared according to Route II. Beginning with 4,6-dichloro-1H-pyrazolo[3,4-d]pyrimidine, protection can be accomplished by reaction with 3,4-dihydro-2H-pyran. The resulting 4,6-dichloro-1-(tetrahydro-2H-pyran-2-yl)-1H-pyrazolo[3,4-d]pyrimidine can then be coupled with (3-acrylamidophenyl)boronic acid under palladium catalyzed conditions to provide N-(3-(6-chloro-1-(tetrahydro-2H... Reactants: C1(CCCCC1)[C@H]1N(CC[C@@H](C1)C1=CC(NO1)=O)C(=O)OC ((2S,4S)-Methyl 2-cyclohexyl-4-(3-oxo-2,3-dihydroisoxazol-5-yl)piperidine-1-carboxylate). Run in Br (HBr). The product is C1(CCCCC1)[C@H]1NCC[C@@H](C1)C1=CC(NO1)=O (5-((2S,4S)-2-cyclohexylpiperidin-4-yl)isoxazol-3(2H)-one). Yield: 33.8%. RXN SMILES: [CH:1]1([C@@H:7]2[CH2:12][C@@H:11]([C:13]3[O:17][NH:16][C:15](=[O:18])[CH:14]=3)[CH2:10][CH2:9][N:8]2C(OC)=O)[CH2:6][CH2:5][CH2:4][CH2:3][CH2:2]1>Br>[CH:1]1([C@@H:7]2[CH2:12][C@@H:11]([C:13]3[O:17][NH:16][C:15](=[O:18])[CH:14]=3)[CH2:10][CH2:9][NH:8]2)[CH2:2][CH2:3][CH2:4][CH2:5][CH2:6]1. Procedure details: (2S,4S)-Methyl 2-cyclohexyl-4-(3-oxo-2,3-dihydroisoxazol-5-yl)piperidine-1-carboxylate (79 mg, 0.26 mmol) was stirred in HBr (33% in AcOH) overnight. Evaporation of solvents and the residue purified by preparative HPLC (Instrument: FractionLynx I, Mobilphase: gradient 5-95% MeCN in 0.2% NH3, pH10, Column: Xbridge Prep C18 5 μm OBD 19*150 mm.) to yield 5-((2S,4S)-2-cyclohexylpiperidin-4-yl)isoxazol-3(2H)-one 22 mg (35%). 1H NMR (400 MHz, cd3od) δ 1.00-1.39 (m, 5H), 1.51-1.64 (m, 1H), 1.64-1.93 (m... Reactants: C(C)(=O)O[BH-](OC(C)=O)OC(C)=O.[Na+] (sodium triacetoxyborohydride), C(C)(=O)O[BH-](OC(C)=O)OC(C)=O.[Na+] (Sodium triacetoxyborohydride), NC1=NC=CC=C1N (2,3-diaminopyridine), C(C)(C)(C)OC(=O)N1CCC(CC1)=O (N-(tert-butoxycarbonyl)-4-piperidone). Run in ClC(C)Cl (dichloroethane). Conditions: time 5 hour. Product: NC1=NC=CC=C1NC1CCN(CC1)C(=O)OC(C)(C)C (2-Amino-3-[(1-tert-butoxycarbonylpiperidin-4-yl)amino)pyridine). Yield: 33.2%. RXN SMILES: C(O[BH-](OC(=O)C)OC(=O)C)(=O)C.[Na+].[NH2:15][C:16]1[C:21]([NH2:22])=[CH:20][CH:19]=[CH:18][N:17]=1.[C:23]([O:27][C:28]([N:30]1[CH2:35][CH2:34][C:33](=O)[CH2:32][CH2:31]1)=[O:29])([CH3:26])([CH3:25])[CH3:24]>ClC(Cl)C>[NH2:15][C:16]1[C:21]([NH:22][CH:33]2[CH2:34][CH2:35][N:30]([C:28]([O:27][C:23]([CH3:26])([CH3:25])[CH3:24])=[O:29])[CH2:31][CH2:32]2)=[CH:20][CH:19]=[CH:18][N:17]=1 |f:0.1|. Procedure details: Sodium triacetoxyborohydride (14.5 g, 68.7 mmol) was added to a solution of 2,3-diaminopyridine (5.00 g, 45.8 mmol) and N-(tert-butoxycarbonyl)-4-piperidone (9.58 g, 48.1 mmol) in dichloroethane (75 mL) at room temperature. After 5 h, additional sodium triacetoxyborohydride was added (1.8 g) and again after another 2.5 h. The reaction was stirred overnight, and quenched with 5% aqueous sodium hydroxide. This was extracted with methylene chloride, and washed with 5% aqueous sodium hydroxide, wate... Starting materials: Cc1cnc(N2CCN(C(=O)OC(C)(C)C)CC2)c2ccoc12, ClCCl, [Na+], [Na+], O=C([O-])[O-], O=C(O)C(F)(F)F. The product is Cc1cnc(N2CCNCC2)c2ccoc12. As a reaction SMILES: [CH3:1][c:2]1[c:3]2[c:4]([c:5]([N:8]3[CH2:9][CH2:10][N:11]([C:14]([O:15][C:16]([CH3:17])([CH3:18])[CH3:19])=[O:20])[CH2:12][CH2:13]3)[n:6][cH:7]1)[cH:21][cH:22][o:23]2.[Cl:37][CH2:38][Cl:39].[Na+:31].[Na+:32].[O-:33][C:34](=[O:35])[O-:36].[OH:24][C:25]([C:26]([F:27])([F:28])[F:29])=[O:30]>>[CH3:1][c:2]1[c:3]2[c:4]([c:5]([N:8]3[CH2:9][CH2:10][NH:11][CH2:12][CH2:13]3)[n:6][cH:7]1)[cH:21][cH:22][o:23]2.